From a dataset of the Open Reaction Database (ORD), a public repository of structured organic reaction records. describe an organic reaction: reactants, conditions, products, and yield Starting materials: C1COCCN1, COc1cc2c(Oc3ccc(C)cc3C(=O)c3ccccc3)ccnc2cc1OCC1CO1, CN(C)C=O, O. RXN SMILES: [CH2:34]1[CH2:35][O:36][CH2:37][CH2:38][NH:39]1.[CH3:1][O:2][c:3]1[cH:4][c:5]2[c:6]([O:18][c:19]3[c:20]([C:26](=[O:27])[c:28]4[cH:29][cH:30][cH:31][cH:32][cH:33]4)[cH:21][c:22]([CH3:25])[cH:23][cH:24]3)[cH:7][cH:8][n:9][c:10]2[cH:11][c:12]1[O:13][CH2:14][CH:15]1[O:16][CH2:17]1.[CH3:41][N:42]([CH3:43])[CH:44]=[O:45].[OH2:40]>>[CH3:1][O:2][c:3]1[cH:4][c:5]2[c:6]([O:18][c:19]3[c:20]([C:26](=[O:27])[c:28]4[cH:29][cH:30][cH:31][cH:32][cH:33]4)[cH:21][c:22]([CH3:25])[cH:23][cH:24]3)[cH:7][cH:8][n:9][c:10]2[cH:11][c:12]1[O:13][CH2:14][CH:15]([OH:16])[CH2:17][N:39]1[CH2:34][CH2:35][O:36][CH2:37][CH2:38]1. Yields the product COc1cc2c(Oc3ccc(C)cc3C(=O)c3ccccc3)ccnc2cc1OCC(O)CN1CCOCC1. Reactants: O1CCC2=C1C=CC(=C2)N2CCNCC2 (4-(2,3-dihydrobenzofuran-5-yl)-piperazine), C(\C=C\C(=O)[O-])(=O)[O-] (fumarate). Yields the product O1CCC2=C1C=CC(=C2)N2CCN(CC2)CC2CC1=CC=CC=C1C2 (4-(2,3-Dihydrobenzofuran-5-yl)-1-(indan-2-ylmethyl)piperazine). Reaction SMILES: [O:1]1[C:5]2[CH:6]=[CH:7][C:8]([N:10]3[CH2:15][CH2:14][NH:13][CH2:12][CH2:11]3)=[CH:9][C:4]=2[CH2:3][CH2:2]1.[C:16]([O-])(=O)/[CH:17]=[CH:18]/[C:19]([O-])=O>>[O:1]1[C:5]2[CH:6]=[CH:7][C:8]([N:10]3[CH2:15][CH2:14][N:13]([CH2:16][CH:17]4[CH2:7][C:6]5[C:19](=[CH:2][CH:3]=[CH:4][CH:5]=5)[CH2:18]4)[CH2:12][CH2:11]3)=[CH:9][C:4]=2[CH2:3][CH2:2]1. Reported procedure: Prepared as described in Example 9, starting from 4-(2,3-dihydrobenzofuran-5-yl)-piperazine. The fumarate of the title compound melts at 180°-182° C. (ethanol).